Dataset: the Open Reaction Database (ORD), a public repository of structured organic reaction records. Task: describe an organic reaction: reactants, conditions, products, and yield Solvent: C(Cl)Cl (CH2Cl2). As a reaction SMILES: [C:1]([O:4][C:5]1[CH:6]=[C:7]2[C:12](=[CH:13][CH:14]=1)[N:11]=[C:10]([C:15]1[CH:20]=[CH:19][CH:18]=[C:17]([NH2:21])[CH:16]=1)[N:9]=[C:8]2[NH:22][C:23]1[CH:24]=[C:25]2[C:29](=[CH:30][CH:31]=1)[N:28]([C:32]([O:34][C:35]([CH3:38])([CH3:37])[CH3:36])=[O:33])[N:27]=[CH:26]2)(=[O:3])[CH3:2].Cl.[C:40](Cl)(=[O:47])[C:41]1[CH:46]=[CH:45][CH:44]=[N:43][CH:42]=1.CCN(C(C)C)C(C)C>C(Cl)Cl>[C:1]([O:4][C:5]1[CH:6]=[C:7]2[C:12](=[CH:13][CH:14]=1)[N:11]=[C:10]([C:15]1[CH:20]=[CH:19][CH:18]=[C:17]([NH:21][C:40](=[O:47])[C:41]3[CH:46]=[CH:45][CH:44]=[N:43][CH:42]=3)[CH:16]=1)[N:9]=[C:8]2[NH:22][C:23]1[CH:24]=[C:25]2[C:29](=[CH:30][CH:31]=1)[N:28]([C:32]([O:34][C:35]([CH3:38])([CH3:37])[CH3:36])=[O:33])[N:27]=[CH:26]2)(=[O:3])[CH3:2] |f:1.2|. Procedure: A suspension of tert-butyl 5-(6-acetoxy-2-(3-aminophenyl)quinazolin-4-ylamino)-1H-indazole-1-carboxylate (0.50 g, 0.98 mmol), nicotinoyl chloride hydrochloride (0.224 g, 1.26 mmol) and DIEA (0.45 g, 3.48 mmol) in CH2Cl2 (15 mL) was stirred at RT for 7 h. The volatiles were removed in vacuo and the residue was purified by preparative TLC (SiO2, CH2Cl2:MeOH 9:1) to give the product tert-butyl 5-(6-acetoxy-2-(3-(nicotinamido)phenyl)quinazolin-4-ylamino)-1H-indazole-1-carboxylate (0.374 g, 0.608 mmo... Yield: 62.0%. Product: C(C)(=O)OC=1C=C2C(=NC(=NC2=CC1)C1=CC(=CC=C1)NC(C1=CN=CC=C1)=O)NC=1C=C2C=NN(C2=CC1)C(=O)OC(C)(C)C (tert-butyl 5-(6-acetoxy-2-(3-(nicotinamido)phenyl)quinazolin-4-ylamino)-1H-indazole-1-carboxylate). Conditions: time 7 hour. The reactants are C(C)(=O)OC=1C=C2C(=NC(=NC2=CC1)C1=CC(=CC=C1)N)NC=1C=C2C=NN(C2=CC1)C(=O)OC(C)(C)C (tert-butyl 5-(6-acetoxy-2-(3-aminophenyl)quinazolin-4-ylamino)-1H-indazole-1-carboxylate), Cl.C(C1=CN=CC=C1)(=O)Cl (nicotinoyl chloride hydrochloride), CCN(C(C)C)C(C)C (DIEA). The reactants are CS(=O)(=O)C1=CC=C(OC=2C(=CC3=C(N=C(N3)C3=NNC=C3)C2)C2N(CCC2)C(=O)OC(C)(C)C)C=C1 (t-butyl 2-(6-(4-methanesulfonyl-phenoxy)-2-(1H-pyrazol-3-yl)-3H-benzimidazol-5-yl)-pyrrolidin-1-carboxylate), Cl.O1CCOCC1 (hydrochloric acid dioxane). Reaction conditions: time 2 hour. The product is CS(=O)(=O)C1=CC=C(OC=2C(=CC3=C(N=C(N3)C3=NNC=C3)C2)C2N(CCC2)C(C)=O)C=C1 (1-(2-(6-(4-methanesulfonyl-phenoxy)-2-(1H-pyrazol-3-yl)-3H-benzimidazol-5-yl)-pyrrolidin-1-yl)-ethanone). Reaction SMILES: [CH3:1][S:2]([C:5]1[CH:37]=[CH:36][C:8]([O:9][C:10]2[C:11]([CH:24]3[CH2:28][CH2:27][CH2:26][N:25]3[C:29]([O:31]C(C)(C)C)=O)=[CH:12][C:13]3[NH:17][C:16]([C:18]4[CH:22]=[CH:21][NH:20][N:19]=4)=[N:15][C:14]=3[CH:23]=2)=[CH:7][CH:6]=1)(=[O:4])=[O:3].Cl.O1CCOC[CH2:40]1>>[CH3:1][S:2]([C:5]1[CH:37]=[CH:36][C:8]([O:9][C:10]2[C:11]([CH:24]3[CH2:28][CH2:27][CH2:26][N:25]3[C:29](=[O:31])[CH3:40])=[CH:12][C:13]3[NH:17][C:16]([C:18]4[CH:22]=[CH:21][NH:20][N:19]=4)=[N:15][C:14]=3[CH:23]=2)=[CH:7][CH:6]=1)(=[O:3])=[O:4] |f:1.2|. Reported procedure: 49.2 mg of t-butyl 2-(6-(4-methanesulfonyl-phenoxy)-2-(1H-pyrazol-3-yl)-3H-benzimidazol-5-yl)-pyrrolidin-1-carboxylate was dissolved in 1 ml of 4 N hydrochloric acid-dioxane, and the reaction liquid was stirred at room temperature for 2 hours. The reaction solvent was evaporated away under reduced pressure, and 0.012 ml of acetic anhydride was added to 2 ml of a pyridine solution of the resulting residue, and stirred at room temperature for 30 minutes. The reaction solvent was evaporated away un... Reactants: Cc1c(Br)ccc2c1NCC2, COc1ccc2c(Cl)ncnc2c1, Cl. The product is COc1ccc2c(N3CCc4ccc(Br)c(C)c43)ncnc2c1, Cl. Reaction SMILES: [Br:2][c:3]1[cH:4][cH:5][c:6]2[c:10]([c:11]1[CH3:12])[NH:9][CH2:8][CH2:7]2.[Cl:13][c:14]1[n:15][cH:16][n:17][c:18]2[cH:19][c:20]([O:24][CH3:25])[cH:21][cH:22][c:23]12.[ClH:1]>>[Br:2][c:3]1[cH:4][cH:5][c:6]2[c:10]([c:11]1[CH3:12])[N:9]([c:14]1[n:15][cH:16][n:17][c:18]3[cH:19][c:20]([O:24][CH3:25])[cH:21][cH:22][c:23]13)[CH2:8][CH2:7]2.[ClH:13]. Run at temperature 40 celsius, time 3 hour. Procedure details: 1.8 g of 5-propionylbarbituric acid was dissolved in 30 ml of dimethylformamide and after the temperature of said solution was raised to 40° C, 1.5 g of allyloxyamine was added to it and the resulting solution was stirred at 40° C during 3 hours and then, about 10 ml of said dimethylformamide was distilled off and after 50 ml of ethanol was added to it, the separated crystal was filtered and recrystallized from ethanol and thereby, 2.1 g of the desired compound was obtained as a white columns. The product is C(C=C)ONC(CC)=C1C(NC(NC1=O)=O)=O (5-(1-allyloxyaminopropylidene)-barbituric acid). Starting materials: C(CC)(=O)C1C(NC(NC1=O)=O)=O (5-propionylbarbituric acid), C(C=C)ON (allyloxyamine). As a reaction SMILES: [C:1]([CH:5]1[C:10](=[O:11])[NH:9][C:8](=[O:12])[NH:7][C:6]1=[O:13])(=O)[CH2:2][CH3:3].[CH2:14]([O:17][NH2:18])[CH:15]=[CH2:16]>CN(C)C=O>[CH2:14]([O:17][NH:18][C:1](=[C:5]1[C:10](=[O:11])[NH:9][C:8](=[O:12])[NH:7][C:6]1=[O:13])[CH2:2][CH3:3])[CH:15]=[CH2:16]. The yield is 89.8%. The solvent is CN(C=O)C (dimethylformamide). The reactants are FC1=C(C=CC(=C1)F)C1=NN=NN1 ((2,4-difluoro-phenyl)-tetrazole), C(C)(C)(C)OC(=O)N1[C@@H](C[C@H](C1)OS(=O)(=O)C1=CC=C(C=C1)C)C(=O)N1CCN(CC1)C1=C(C=CC=C1)C#N ((2S,4R)-2-[4-(2-cyano-phenyl)-piperazine-1-carbonyl]-4-(toluene-4-sulfonyloxy)-pyrrolidine-1-carboxylic acid tert-butyl ester), C([O-])([O-])=O.[Na+].[Na+] (sodium carbonate). Solvent: CN(C)C=O (DMF), CC(OCC)=O (EA). Conditions: time 8 hour. The product is COC(=O)[C@H]1N(C[C@H](C1)N1N=C(N=N1)C1=C(C=C(C=C1)F)F)C(=O)OC(C)(C)C ((2S,4S)-4-[5-(2,4-Difluoro-phenyl)-tetrazol-2-yl]-pyrrolidine-1,2-dicarboxylic acid 1-tert-butyl ester 2-methyl ester). Isolated yield 61.8%. RXN SMILES: [F:1][C:2]1[CH:7]=[C:6]([F:8])[CH:5]=[CH:4][C:3]=1[C:9]1[NH:13][N:12]=[N:11][N:10]=1.[C:14]([O:18][C:19]([N:21]1[CH2:25][C@H:24](OS(C2C=CC(C)=CC=2)(=O)=O)[CH2:23][C@H:22]1[C:37](N1CCN(C2C=CC=CC=2C#N)CC1)=[O:38])=[O:20])([CH3:17])([CH3:16])[CH3:15].[C:53](=O)([O-])[O-:54].[Na+].[Na+]>CN(C=O)C.CC(=O)OCC>[CH3:53][O:54][C:37]([C@@H:22]1[CH2:23][C@H:24]([N:11]2[N:12]=[N:13][C:9]([C:3]3[CH:4]=[CH:5][C:6]([F:8])=[CH:7][C:2]=3[F:1])=[N:10]2)[CH2:25][N:21]1[C:19]([O:18][C:14]([CH3:15])([CH3:16])[CH3:17])=[O:20])=[O:38] |f:2.3.4|. Reported procedure: To a solution of (2,4-difluoro-phenyl)-tetrazole (0.44 g, 1.1 mmol) in 5 ml DMF was added 0.1 g (0.55 mmol) of (2S,4R)-2-[4-(2-cyano-phenyl)-piperazine-1-carbonyl]-4-(toluene-4-sulfonyloxy)-pyrrolidine-1-carboxylic acid tert-butyl ester and anhydrous sodium carbonate (0.15 g, 1.4 mmol). The mixture was stirred vigorously at 60 degree overnight. The solution was diluted with 30 ml EA and washed with 1M Na2CO3, 5% citric acid and brine, dried and concentrated to give the crude product as yellow oi... The reactants are C1CNCCN1, CCO, BrCc1nc(-c2ccccc2)c(-c2ccccc2)o1. Yields the product c1ccc(-c2nc(CN3CCNCC3)oc2-c2ccccc2)cc1. As a reaction SMILES: [CH2:20]1[CH2:21][NH:22][CH2:23][CH2:24][NH:25]1.[CH3:26][CH2:27][OH:28].[c:1]1(-[c:7]2[n:8][c:9]([CH2:18][Br:19])[o:10][c:11]2-[c:12]2[cH:13][cH:14][cH:15][cH:16][cH:17]2)[cH:2][cH:3][cH:4][cH:5][cH:6]1>>[c:1]1(-[c:7]2[n:8][c:9]([CH2:18][N:22]3[CH2:21][CH2:20][NH:25][CH2:24][CH2:23]3)[o:10][c:11]2-[c:12]2[cH:13][cH:14][cH:15][cH:16][cH:17]2)[cH:2][cH:3][cH:4][cH:5][cH:6]1.